Dataset: the Open Reaction Database (ORD), a public repository of structured organic reaction records. Task: describe an organic reaction: reactants, conditions, products, and yield The reactants are FC(C=1C=C(C=C(C1)C(F)(F)F)[C@@H]1[C@@H](N(C(O1)=O)CC1=C(C=CC(=C1)C(F)(F)F)C(CC)Br)C)(F)F ((4S,5R)-5-[3,5-bis(trifluoromethyl)phenyl]-3-[2-(1-bromopropyl)-5-(trifluoromethyl)benzyl]-4-methyl-1,3-oxazolidin-2-one), N1CCCC1 (pyrrolidine). Solvent: C(Cl)Cl (CH2Cl2), O (water), CC#N (MeCN). Reaction conditions: time 16 hour. Yields the product FC(C=1C=C(C=C(C1)C(F)(F)F)[C@@H]1[C@@H](N(C(O1)=O)CC1=C(C=CC(=C1)C(F)(F)F)C(CC)N1CCCC1)C)(F)F ((4S,5R)-5-[3,5-bis(trifluoromethyl)phenyl]-4-methyl-3-[2-(1-pyrrolidin-1-ylpropyl)-5-(trifluoromethyl)benzyl]-1,3-oxazolidin-2-one). RXN SMILES: [F:1][C:2]([F:36])([F:35])[C:3]1[CH:4]=[C:5]([C@H:13]2[O:17][C:16](=[O:18])[N:15]([CH2:19][C:20]3[CH:25]=[C:24]([C:26]([F:29])([F:28])[F:27])[CH:23]=[CH:22][C:21]=3[CH:30](Br)[CH2:31][CH3:32])[C@H:14]2[CH3:34])[CH:6]=[C:7]([C:9]([F:12])([F:11])[F:10])[CH:8]=1.[NH:37]1[CH2:41][CH2:40][CH2:39][CH2:38]1>CC#N.C(Cl)Cl.O>[F:1][C:2]([F:36])([F:35])[C:3]1[CH:4]=[C:5]([C@H:13]2[O:17][C:16](=[O:18])[N:15]([CH2:19][C:20]3[CH:25]=[C:24]([C:26]([F:29])([F:28])[F:27])[CH:23]=[CH:22][C:21]=3[CH:30]([N:37]3[CH2:41][CH2:40][CH2:39][CH2:38]3)[CH2:31][CH3:32])[C@H:14]2[CH3:34])[CH:6]=[C:7]([C:9]([F:12])([F:11])[F:10])[CH:8]=1. Reported procedure: To a solution of (4S,5R)-5-[3,5-bis(trifluoromethyl)phenyl]-3-[2-(1-bromopropyl)-5-(trifluoromethyl)benzyl]-4-methyl-1,3-oxazolidin-2-one (67.1 mg, 0.106 mmol) in MeCN (200 μL) was added pyrrolidine (1 mL, 12.0 mmol). The reaction was stirred at room temperature for 16 hours and then purified by reverse-phase chromatography (C-18, 10 to 95% MeCN/water with 0.1% TFA). The resulting solution was diluted with EtOAc (25 mL), washed with 1 M NaHCO3 (20 mL), extracted with EtOAc (25 mL), and washed wi... Starting materials: O=Cc1ccc(Br)c2ccccc12, CC(=O)[O-], CCO, Cl, NO, [Na+], O. The product is ON=Cc1ccc(Br)c2ccccc12. As a reaction SMILES: [Br:1][c:2]1[cH:3][cH:4][c:5]([CH:12]=[O:13])[c:6]2[cH:7][cH:8][cH:9][cH:10][c:11]12.[CH3:18][C:19](=[O:20])[O-:21].[CH3:22][CH2:23][OH:24].[ClH:14].[NH2:15][OH:16].[Na+:17].[OH2:25]>>[Br:1][c:2]1[cH:3][cH:4][c:5]([CH:12]=[N:15][OH:16])[c:6]2[cH:7][cH:8][cH:9][cH:10][c:11]12. The reactants are OC1=CC=C(C=C1)C(=C(CC)C1=CC=CC=C1)C1=CC=C(C=C1)O (4-(1-(4-hydroxylphenyl)-2-phenylbut-1-enyl)phenol), O[C@@H]1CN(CC1)C(=O)OC(C)(C)C ((S)-tert-butyl 3-hydroxypyrrolidine-1-carboxylate), C(=O)(C(F)(F)F)O.C(Cl)Cl (TFA CH2Cl2). Yields the product C1(=CC=CC=C1)C(=C(C1=CC=C(C=C1)O[C@H]1CNCC1)C1=CC=C(C=C1)O)CC ((R)-4-(2-phenyl-1-(4-(pyrrolidin-3-yloxy)phenyl)but-1-enyl)phenol). The yield is 19.7%. Reaction SMILES: [OH:1][C:2]1[CH:7]=[CH:6][C:5]([C:8]([C:18]2[CH:23]=[CH:22][C:21]([OH:24])=[CH:20][CH:19]=2)=[C:9]([C:12]2[CH:17]=[CH:16][CH:15]=[CH:14][CH:13]=2)[CH2:10][CH3:11])=[CH:4][CH:3]=1.O[C@H:26]1[CH2:30][CH2:29][N:28](C(OC(C)(C)C)=O)[CH2:27]1.C(O)(C(F)(F)F)=O.C(Cl)Cl>>[C:12]1([C:9]([CH2:10][CH3:11])=[C:8]([C:18]2[CH:19]=[CH:20][C:21]([OH:24])=[CH:22][CH:23]=2)[C:5]2[CH:6]=[CH:7][C:2]([O:1][C@@H:26]3[CH2:30][CH2:29][NH:28][CH2:27]3)=[CH:3][CH:4]=2)[CH:17]=[CH:16][CH:15]=[CH:14][CH:13]=1 |f:2.3|. Procedure details: Following the same procedure as described in example 16, step D & E, 4-(1-(4-hydroxylphenyl)-2-phenylbut-1-enyl)phenol (150 mg, 0.474 mmol) was reacted with (S)-tert-butyl 3-hydroxypyrrolidine-1-carboxylate (107 mg, 0.571 mmol), followed by de-Boc in condition of TFA/CH2Cl2, to give the desired product (36 mg, 20% yield, Z/E=1/1). m/z=386[M+1]+. Starting materials: C(C1=CC=CC=C1)C1NC(OC1)=O (4-benzyloxazolidine-2-one), C(CC(C)C)(=O)Cl (isovaleryl chloride). Product: C(C1=CC=CC=C1)[C@@H]1N(C(OC1)=O)C(CC(C)C)=O ((4S)4-Benzyl-3-(3-methylbutanoyl)oxazolidine-2-one). As a reaction SMILES: [CH2:1]([CH:8]1[CH2:12][O:11][C:10](=[O:13])[NH:9]1)[C:2]1[CH:7]=[CH:6][CH:5]=[CH:4][CH:3]=1.[C:14](Cl)(=[O:19])[CH2:15][CH:16]([CH3:18])[CH3:17]>>[CH2:1]([C@H:8]1[CH2:12][O:11][C:10](=[O:13])[N:9]1[C:14](=[O:19])[CH2:15][CH:16]([CH3:18])[CH3:17])[C:2]1[CH:3]=[CH:4][CH:5]=[CH:6][CH:7]=1. Reported procedure: Using the procedure of Example 100A but replacing 4-(2-propyl)-oxazolidine-2-one with 4-benzyloxazolidine-2-one and replacing 4-methylpentanoyl chloride with isovaleryl chloride provided the desired compound. Starting materials: CSc1ccc(-c2c(Br)cnn2-c2ccc(F)cc2)cc1, [C-]#N. The product is CSc1ccc(-c2c(C#N)cnn2-c2ccc(F)cc2)cc1. RXN SMILES: [Br:1][c:2]1[cH:3][n:4][n:5](-[c:15]2[cH:16][cH:17][c:18]([F:21])[cH:19][cH:20]2)[c:6]1-[c:7]1[cH:8][cH:9][c:10]([S:13][CH3:14])[cH:11][cH:12]1.[C-:22]#[N:23]>>[c:2]1([C:22]#[N:23])[cH:3][n:4][n:5](-[c:15]2[cH:16][cH:17][c:18]([F:21])[cH:19][cH:20]2)[c:6]1-[c:7]1[cH:8][cH:9][c:10]([S:13][CH3:14])[cH:11][cH:12]1. Starting materials: Brc1ccc2[nH]ccc2c1, OB(O)c1ccc(Cl)cc1, [K+], [K+], O=C([O-])[O-], O. Yields the product Clc1ccc(-c2ccc3[nH]ccc3c2)cc1. As a reaction SMILES: [Br:7][c:8]1[cH:9][c:10]2[cH:11][cH:12][nH:13][c:14]2[cH:15][cH:16]1.[Cl:17][c:18]1[cH:19][cH:20][c:21]([B:24]([OH:25])[OH:26])[cH:22][cH:23]1.[K+:1].[K+:2].[O-:3][C:4]([O-:5])=[O:6].[OH2:27]>>[c:8]1(-[c:21]2[cH:20][cH:19][c:18]([Cl:17])[cH:23][cH:22]2)[cH:9][c:10]2[cH:11][cH:12][nH:13][c:14]2[cH:15][cH:16]1. Starting materials: BrC=1C(=CC2=C(C(=C(O2)I)C(=O)NC)C1)N(S(=O)(=O)C)C (5-bromo-2-iodo-N-methyl-6-(N-methylmethylsulfonamido)benzofuran-3-carboxamide), C(C)(C)N1N=CC=C1B(O)O ((1-isopropyl-1H-pyrazol-5-yl)boronic acid), C(=O)([O-])[O-].[Na+].[Na+] (Na2CO3), Pd (dppf)Cl2. Run in O1CCOCC1 (1,4-dioxane), O (water). Conditions: temperature 100 celsius. The product is BrC=1C(=CC2=C(C(=C(O2)C2=CC=NN2C(C)C)C(=O)NC)C1)N(S(=O)(=O)C)C (5-bromo-2-(1-isopropyl-1H-pyrazol-5-yl)-N-methyl-6-(N-methylmethylsulfonamido)benzofuran-3-carboxamide). Isolated yield 44.4%. As a reaction SMILES: [Br:1][C:2]1[C:3]([N:16]([CH3:21])[S:17]([CH3:20])(=[O:19])=[O:18])=[CH:4][C:5]2[O:9][C:8](I)=[C:7]([C:11]([NH:13][CH3:14])=[O:12])[C:6]=2[CH:15]=1.[CH:22]([N:25]1[C:29](B(O)O)=[CH:28][CH:27]=[N:26]1)([CH3:24])[CH3:23].C([O-])([O-])=O.[Na+].[Na+]>O1CCOCC1.O>[Br:1][C:2]1[C:3]([N:16]([CH3:21])[S:17]([CH3:20])(=[O:19])=[O:18])=[CH:4][C:5]2[O:9][C:8]([C:29]3[N:25]([CH:22]([CH3:24])[CH3:23])[N:26]=[CH:27][CH:28]=3)=[C:7]([C:11]([NH:13][CH3:14])=[O:12])[C:6]=2[CH:15]=1 |f:2.3.4|. Procedure: To a solution of 5-bromo-2-iodo-N-methyl-6-(N-methylmethylsulfonamido)benzofuran-3-carboxamide (50 mg, 0.12 mmol), (1-isopropyl-1H-pyrazol-5-yl)boronic acid (23 mg, 0.12 mmol) and Na2CO3 (22 mg, 0.25 mmol) in 1,4-dioxane (0.5 mL) and water (0.05 mL) was added Pd (dppf)Cl2 (10 mg) under nitrogen. The mixture was heated at 100° C. for 4 hour and filtered through the Celite pad. The filtrate was extracted with EtOAc, and then the combined organic phase was washed with brine, dried over Na2SO4 and c...